This data is from the Open Reaction Database (ORD), a public repository of structured organic reaction records. The task is: describe an organic reaction: reactants, conditions, products, and yield Reactants: Cl.ClC=1SC(=CC1C1CC(C=2C(=CC=NC2C1)C)=NNC(=N)N)Cl ((±)-7-(2,5-dichlorothiophen-3-yl)-5-guanidinoimino-4-methyl-5,6,7,8-tetrahydroquinoline hydrochloride), C[O-].[Na+] (sodium methoxide). Solvent: CO (methanol), CO (methanol). Reaction conditions: temperature 50 celsius, time 1 hour. Product: ClC=1SC(=CC1C1CC(C=2C(=CC=NC2C1)C)=NNC(=N)N)Cl ((±)-7-(2,5-dichlorothiophen-3-yl)-5-guanidinoimino-4-methyl-5,6,7,8-tetrahydroquinoline). Yield: 92.4%. RXN SMILES: Cl.[Cl:2][C:3]1[S:4][C:5]([Cl:24])=[CH:6][C:7]=1[CH:8]1[CH2:17][C:16]2[N:15]=[CH:14][CH:13]=[C:12]([CH3:18])[C:11]=2[C:10](=[N:19][NH:20][C:21]([NH2:23])=[NH:22])[CH2:9]1.C[O-].[Na+]>CO>[Cl:2][C:3]1[S:4][C:5]([Cl:24])=[CH:6][C:7]=1[CH:8]1[CH2:17][C:16]2[N:15]=[CH:14][CH:13]=[C:12]([CH3:18])[C:11]=2[C:10](=[N:19][NH:20][C:21]([NH2:23])=[NH:22])[CH2:9]1 |f:0.1,2.3|. Procedure: In methanol (390 ml) was suspended (±)-7-(2,5-dichlorothiophen-3-yl)-5-guanidinoimino-4-methyl-5,6,7,8-tetrahydroquinoline hydrochloride (39.0 g), and to the suspension was added dropwise a solution of 28% sodium methoxide in methanol. The mixture was stirred at 50° C. for 1 hour. Under reduced pressure, the mixture was concentrated, and the obtained crystals were washed with water and dried to give (±)-7-(2,5-dichlorothiophen-3-yl)-5-guanidinoimino-4-methyl-5,6,7,8-tetrahydroquinoline (Compound... The reactants are N#Cc1c(O)c2c(-c3ccc(Br)cc3)csc2[nH]c1=O, CC(=O)O, NC(=O)CCC(=O)NCl. Yields the product N#Cc1c(O)c2c(-c3ccc(Br)cc3)c(Cl)sc2[nH]c1=O. As a reaction SMILES: [Br:10][c:11]1[cH:12][cH:13][c:14](-[c:17]2[cH:18][s:19][c:20]3[nH:21][c:22](=[O:29])[c:23]([C:27]#[N:28])[c:24]([OH:26])[c:25]23)[cH:15][cH:16]1.[CH3:30][C:31](=[O:32])[OH:33].[Cl:1][NH:2][C:3](=[O:4])[CH2:5][CH2:6][C:7]([NH2:8])=[O:9]>>[Cl:1][c:18]1[c:17](-[c:14]2[cH:13][cH:12][c:11]([Br:10])[cH:16][cH:15]2)[c:25]2[c:20]([s:19]1)[nH:21][c:22](=[O:29])[c:23]([C:27]#[N:28])[c:24]2[OH:26]. The reactants are CC(C(=O)O)CCCCCC=CCC=CCC=C(CCCCC)C (methyl 15-methyl-8,11,14-eicosatrienoic acid), C(C)O (ethanol), [OH-].[K+] (potassium hydroxide). Solvent: hexanes, O (water), O (water). Product: CC(=CCC=CCC=CCCCCCCC(=O)O)CCCCC (15-methyl-8,11,14-eicosatrienoic acid). Reaction SMILES: C[CH:2]([CH2:6][CH2:7][CH2:8][CH2:9][CH2:10][CH:11]=[CH:12][CH2:13][CH:14]=[CH:15][CH2:16][CH:17]=[C:18]([CH3:24])[CH2:19][CH2:20][CH2:21][CH2:22][CH3:23])[C:3]([OH:5])=[O:4].C(O)C.[OH-].[K+]>O>[CH3:24][C:18]([CH2:19][CH2:20][CH2:21][CH2:22][CH3:23])=[CH:17][CH2:16][CH:15]=[CH:14][CH2:13][CH:12]=[CH:11][CH2:10][CH2:9][CH2:8][CH2:7][CH2:6][CH2:2][C:3]([OH:5])=[O:4] |f:2.3|. Procedure details: A mixture of 1.3 g. of methyl 15-methyl-8,11,14-eicosatrienoic acid, 12.8 ml of 95% ethanol, 1.1 g. of potassium hydroxide and 1.1 ml. of water under a nitrogen atmosphere was heated under reflux for 2hours, then water and Skellysolve "B" (mixed hexanes) were added. The aqueous and organic layers were separated and the aqueous layer was made acid with 3N hydrochloric acid, then extracted with ether. The ether extract was washed with water, then with saturated aqueous sodium chloride, dried over ...